Dataset: the Open Reaction Database (ORD), a public repository of structured organic reaction records. Task: describe an organic reaction: reactants, conditions, products, and yield The reactants are CCO, CC(C)=C1OC(=O)N(c2cc(O)c(Cl)cc2F)C1=O. Product: CC(C)C1OC(=O)N(c2cc(O)c(Cl)cc2F)C1=O. Reaction SMILES: [CH3:20][CH2:21][OH:22].[F:1][c:2]1[c:3]([N:10]2[C:11](=[O:19])[O:12][C:13](=[C:16]([CH3:17])[CH3:18])[C:14]2=[O:15])[cH:4][c:5]([OH:9])[c:6]([Cl:8])[cH:7]1>>[F:1][c:2]1[c:3]([N:10]2[C:11](=[O:19])[O:12][CH:13]([CH:16]([CH3:17])[CH3:18])[C:14]2=[O:15])[cH:4][c:5]([OH:9])[c:6]([Cl:8])[cH:7]1. The reactants are O (water), C1=CC=CC=2C3=CC=CC=C3CC12.[Li] (lithiumfluorene), CC(=C1C=CC=C1)C1=CC=CC=C1 (6-methyl-6-phenyl-fulvene). The solvent is O1CCCC1 (tetrahydrofuran), O1CCCC1 (tetrahydrofuran). Conditions: time 2 hour. The product is C1(C=CCC1)C=1C(=C(C=CC1)CC)C1C2=CC=CC=C2C=2C=CC=CC12 (2,2-cyclopentadienyl(9-fluorenyl)-ethylbenzene). Isolated yield 83.7%. As a reaction SMILES: [CH:1]1[C:13]2[CH2:12][C:11]3[C:6](=[CH:7][CH:8]=[CH:9][CH:10]=3)[C:5]=2[CH:4]=[CH:3][CH:2]=1.[Li].[CH3:15][C:16]([C:22]1[CH:27]=[CH:26][CH:25]=[CH:24][CH:23]=1)=[C:17]1[CH:21]=[CH:20][CH:19]=[CH:18]1.O>O1CCCC1>[CH:17]1([C:16]2[C:15]([CH:12]3[C:11]4[CH:10]=[CH:9][CH:8]=[CH:7][C:6]=4[C:5]4[C:13]3=[CH:1][CH:2]=[CH:3][CH:4]=4)=[C:25]([CH2:24][CH3:23])[CH:26]=[CH:27][CH:22]=2)[CH2:18][CH2:19][CH:20]=[CH:21]1 |f:0.1,^1:13|. Procedure details: A solution of 67.8 mmol of lithiumfluorene in 50 cm3 of tetrahydrofuran is added to a solution of 11.4 g (67.8 mmol) of 6-methyl-6-phenyl-fulvene in 40 cm3 of tetrahydrofuran at room temperature. After the mixture had been stirred at room temperature for 2 hours, 60 cm3 of water were added. The substance which precipitated during this procedure was filtered off with suction, washed with diethyl ether and dried under an oil pump vacuum. 19.1 g (84.2%) of 2,2-cyclopentadienyl(9-fluorenyl)-ethylben... Reactants: CCOc1cc(C(C)(C)C)ncc1C1=NC(C)(c2ccc(Cl)cc2)C(C)(c2ccc(Cl)cc2)N1C(=O)N1CCC(CC(=O)O)CC1, CNC(C)c1ccccc1. RXN SMILES: [C:1]([CH3:2])([CH3:3])([CH3:4])[c:5]1[cH:6][c:7]([O:44][CH2:45][CH3:46])[c:8]([C:11]2=[N:15][C:14]([CH3:16])([c:17]3[cH:18][cH:19][c:20]([Cl:23])[cH:21][cH:22]3)[C:13]([CH3:24])([c:25]3[cH:26][cH:27][c:28]([Cl:31])[cH:29][cH:30]3)[N:12]2[C:32](=[O:33])[N:34]2[CH2:35][CH2:36][CH:37]([CH2:40][C:41](=[O:42])[OH:43])[CH2:38][CH2:39]2)[cH:9][n:10]1.[CH3:47][NH:48][CH:49]([CH3:50])[c:51]1[cH:52][cH:53][cH:54][cH:55][cH:56]1>>[C:1]([CH3:2])([CH3:3])([CH3:4])[c:5]1[cH:6][c:7]([O:44][CH2:45][CH3:46])[c:8]([C:11]2=[N:15][C:14]([CH3:16])([c:17]3[cH:18][cH:19][c:20]([Cl:23])[cH:21][cH:22]3)[C:13]([CH3:24])([c:25]3[cH:26][cH:27][c:28]([Cl:31])[cH:29][cH:30]3)[N:12]2[C:32](=[O:33])[N:34]2[CH2:35][CH2:36][CH:37]([CH2:40][C:41](=[O:43])[N:48]([CH3:47])[CH:49]([CH3:50])[c:51]3[cH:52][cH:53][cH:54][cH:55][cH:56]3)[CH2:38][CH2:39]2)[cH:9][n:10]1. The product is CCOc1cc(C(C)(C)C)ncc1C1=NC(C)(c2ccc(Cl)cc2)C(C)(c2ccc(Cl)cc2)N1C(=O)N1CCC(CC(=O)N(C)C(C)c2ccccc2)CC1.